The task is: describe an organic reaction: reactants, conditions, products, and yield. This data is from the Open Reaction Database (ORD), a public repository of structured organic reaction records. Starting materials: BrBr (bromine), O=C1CCN(CCC1)C(=O)OCC (ethyl 4-oxo-azepan-1-carboxylate). Run in C(Cl)(Cl)Cl (chloroform). Run at time 8 hour. Product: BrC1CCN(CCC1=O)C(=O)OCC (ethyl 4-bromo-5-oxo-azepan-1-carboxylate). As a reaction SMILES: [Br:1]Br.[O:3]=[C:4]1[CH2:10][CH2:9][CH2:8][N:7]([C:11]([O:13][CH2:14][CH3:15])=[O:12])[CH2:6][CH2:5]1>C(Cl)(Cl)Cl>[Br:1][CH:10]1[C:4](=[O:3])[CH2:5][CH2:6][N:7]([C:11]([O:13][CH2:14][CH3:15])=[O:12])[CH2:8][CH2:9]1. Reported procedure: 79.9 g (500 mmol) bromine are added to a solution of 92.7 g (500 mmol) ethyl 4-oxo-azepan-1-carboxylate in 350 mL chloroform and the reaction is stirred overnight. The reaction solution is washed three times with saturated NaHCO3 solution, the organic phase is dried over Na2SO4 and the solvent is eliminated i.vac. The product is further reacted without purification.